Dataset: the Open Reaction Database (ORD), a public repository of structured organic reaction records. Task: describe an organic reaction: reactants, conditions, products, and yield Starting materials: CCOC(=O)CC(C=CCCCCc1cccc(NCc2ccc(OC)cc2)n1)c1cnc2ccccc2n1, CCO, O=C[O-], [NH4+]. Yields the product CCOC(=O)CC(CCCCCCc1cccc(NCc2ccc(OC)cc2)n1)c1cnc2ccccc2n1. As a reaction SMILES: [CH2:1]([CH3:2])[O:3][C:4]([CH2:5][CH:6]([CH:7]=[CH:8][CH2:9][CH2:10][CH2:11][CH2:12][c:13]1[n:14][c:15]([NH:19][CH2:20][c:21]2[cH:22][cH:23][c:24]([O:27][CH3:28])[cH:25][cH:26]2)[cH:16][cH:17][cH:18]1)[c:29]1[n:30][c:31]2[cH:32][cH:33][cH:34][cH:35][c:36]2[n:37][cH:38]1)=[O:39].[CH3:44][CH2:45][OH:46].[CH:40]([O-:41])=[O:42].[NH4+:43]>>[CH2:1]([CH3:2])[O:3][C:4]([CH2:5][CH:6]([CH2:7][CH2:8][CH2:9][CH2:10][CH2:11][CH2:12][c:13]1[n:14][c:15]([NH:19][CH2:20][c:21]2[cH:22][cH:23][c:24]([O:27][CH3:28])[cH:25][cH:26]2)[cH:16][cH:17][cH:18]1)[c:29]1[n:30][c:31]2[cH:32][cH:33][cH:34][cH:35][c:36]2[n:37][cH:38]1)=[O:39]. Reactants: C(CCCCCCCCCCC)(=O)O[C@@H](CSC[C@@H](C(NCCCOCCCCOCCCNC(OCC1C2=CC=CC=C2C=2C=CC=CC12)=O)=O)NC(=O)OCC1C2=CC=CC=C2C=2C=CC=CC12)COC(CCCCCCCCCCC)=O ((19R,23R)-19-(((9H-fluoren-9-yl)methoxy)carbonylamino)-1-(9H-fluoren-9-yl)-3,18-dioxo-2,8,13-trioxa-21-thia-4,17-diazatetracosane-23,24-diyl didodecanoate), N1CCCCC1 (Piperidine). The solvent is C(C)#N (acetonitrile). Reaction conditions: time 30 minute. Product: C(CCCCCCCCCCC)(=O)OC[C@H](CSC[C@@H](C(=O)NCCCCCN)N)OC(CCCCCCCCCCC)=O ((R)-3-((R)-2-amino-3-(5-aminopentylamino)-3-oxopropylthio)propane-1,2-diyl didodecanoate). RXN SMILES: [C:1]([O:14][C@H:15]([CH2:71][O:72][C:73](=[O:85])[CH2:74][CH2:75][CH2:76][CH2:77][CH2:78][CH2:79][CH2:80][CH2:81][CH2:82][CH2:83][CH3:84])[CH2:16][S:17][CH2:18][C@H:19]([NH:53]C(OCC1C2C=CC=CC=2C2C1=CC=CC=2)=O)[C:20](=[O:52])[NH:21][CH2:22][CH2:23][CH2:24]OCCCCOCCCNC(=O)OCC1C2C=CC=CC=2C2C1=CC=CC=2)(=[O:13])[CH2:2][CH2:3][CH2:4][CH2:5][CH2:6][CH2:7][CH2:8][CH2:9][CH2:10][CH2:11][CH3:12].[NH:86]1CCC[CH2:88][CH2:87]1>C(#N)C>[C:73]([O:72][CH2:71][C@@H:15]([O:14][C:1](=[O:13])[CH2:2][CH2:3][CH2:4][CH2:5][CH2:6][CH2:7][CH2:8][CH2:9][CH2:10][CH2:11][CH3:12])[CH2:16][S:17][CH2:18][C@H:19]([NH2:53])[C:20]([NH:21][CH2:22][CH2:23][CH2:24][CH2:88][CH2:87][NH2:86])=[O:52])(=[O:85])[CH2:74][CH2:75][CH2:76][CH2:77][CH2:78][CH2:79][CH2:80][CH2:81][CH2:82][CH2:83][CH3:84]. Reported procedure: A solution of (19R,23R)-19-(((9H-fluoren-9-yl)methoxy)carbonylamino)-1-(9H-fluoren-9-yl)-3,18-dioxo-2,8,13-trioxa-21-thia-4,17-diazatetracosane-23,24-diyl didodecanoate in acetonitrile (0.1M) was stirred at room temperature. Piperidine (final conc. 20%) was then added and the reaction stirred for 30 minutes. After concentration, the product was purified by mass triggered HPLC using a 50-100% MeCN in H2O (0.1% TFA) gradient to give (R)-3-((R)-2-amino-3-(5-aminopentylamino)-3-oxopropylthio)propane...